Dataset: the Open Reaction Database (ORD), a public repository of structured organic reaction records. Task: describe an organic reaction: reactants, conditions, products, and yield Reactants: Br, Cc1ccccc1, O=C(Cl)Cl, ClCCl, COC(=O)C(N)CC(C)(F)F, c1ccncc1. Product: COC(=O)C(CC(C)(F)F)N=C=O. As a reaction SMILES: [BrH:1].[CH3:23][c:24]1[cH:25][cH:26][cH:27][cH:28][cH:29]1.[Cl:19][C:20]([Cl:21])=[O:22].[Cl:30][CH2:31][Cl:32].[NH2:2][CH:3]([C:4](=[O:5])[O:6][CH3:7])[CH2:8][C:9]([CH3:10])([F:11])[F:12].[cH:13]1[cH:14][cH:15][n:16][cH:17][cH:18]1>>[N:2]([CH:3]([C:4](=[O:5])[O:6][CH3:7])[CH2:8][C:9]([CH3:10])([F:11])[F:12])=[C:20]=[O:22]. Reactants: NC1(CCCC1)C(=O)O (1-amino-1-cyclopentanecarboxylic acid), S(=O)(Cl)Cl (thionyl chloride), C(C)O (ethanol). Yields the product Cl.C(C)OC(=O)C1(CCCC1)N (Ethyl-1-amino-1-cyclopentanoate hydrochloride salt). Isolated yield 93.0%. RXN SMILES: [NH2:1][C:2]1([C:7]([OH:9])=[O:8])[CH2:6][CH2:5][CH2:4][CH2:3]1.S(Cl)([Cl:12])=O.[CH2:14](O)[CH3:15]>>[ClH:12].[CH2:14]([O:8][C:7]([C:2]1([NH2:1])[CH2:6][CH2:5][CH2:4][CH2:3]1)=[O:9])[CH3:15] |f:3.4|. Procedure: This was synthesised according to Standard Procedure 1, using 1-amino-1-cyclopentanecarboxylic acid (5.0 g, 38.6 mmol) with thionyl chloride (5.72 mL, 58 mmol) and anhydrous ethanol (29 mL). The product was isolated as a white solid (6.98 g, yield 93%). Starting materials: C(C)OC(=O)C1CC=C(CC1)C1=NC=C(C=C1C)Br ([4-(5-bromo-3-methylpyridin-2-yl)cyclohex-3-en-1-yl]carboxylic acid ethyl ester), aqueous solution, [OH-].[Na+] (sodium hydroxide). Solvent: C(C)O (ethanol), O1CCCC1 (tetrahydrofuran). Reaction conditions: temperature 70 celsius, time 1 hour. Yields the product BrC=1C=C(C(=NC1)C1=CCC(CC1)C(=O)O)C ([4-(5-bromo-3-methylpyridin-2-yl)cyclohex-3-en-1-yl]carboxylic acid). Yield: 68.6%. As a reaction SMILES: C([O:3][C:4]([CH:6]1[CH2:11][CH2:10][C:9]([C:12]2[C:17]([CH3:18])=[CH:16][C:15]([Br:19])=[CH:14][N:13]=2)=[CH:8][CH2:7]1)=[O:5])C.[OH-].[Na+]>C(O)C.O1CCCC1>[Br:19][C:15]1[CH:16]=[C:17]([CH3:18])[C:12]([C:9]2[CH2:10][CH2:11][CH:6]([C:4]([OH:5])=[O:3])[CH2:7][CH:8]=2)=[N:13][CH:14]=1 |f:1.2|. Procedure details: To a solution of [4-(5-bromo-3-methylpyridin-2-yl)cyclohex-3-en-1-yl]carboxylic acid ethyl ester (8.57 g) in ethanol (26 ml) and tetrahydrofuran (26 ml) was added 2N aqueous solution of sodium hydroxide (52 ml) at room temperature, and stirred at 70° C. for 1 hour. After completion of the reaction, the mixture was cooled to room temperature, and extracted with diethyl ether. To the obtained aqueous layer was added 1 N hydrochloric acid aqueous solution under ice-cooling, and the precipitated sol...